From a dataset of the Open Reaction Database (ORD), a public repository of structured organic reaction records. describe an organic reaction: reactants, conditions, products, and yield Reactants: BrN1C(CCC1=O)=O (N-bromosuccinimide), COC1=CN=C(S1)C1=CC=CC=C1 (5-methoxy-2-phenylthiazole). Run in C(Cl)(Cl)Cl (chloroform). Reaction conditions: time 4 hour. The product is BrC=1N=C(SC1OC)C1=CC=CC=C1 (4-bromo-5-methoxy-2-phenylthiazole). Reaction SMILES: [Br:1]N1C(=O)CCC1=O.[CH3:9][O:10][C:11]1[S:15][C:14]([C:16]2[CH:21]=[CH:20][CH:19]=[CH:18][CH:17]=2)=[N:13][CH:12]=1>C(Cl)(Cl)Cl>[Br:1][C:12]1[N:13]=[C:14]([C:16]2[CH:17]=[CH:18][CH:19]=[CH:20][CH:21]=2)[S:15][C:11]=1[O:10][CH3:9]. Procedure: 400 mg (2.1 mmol) of N-bromosuccinimide was added into 10 ml of anhydrous chloroform with 400 mg (2.1 mmol) of 5-methoxy-2-phenylthiazole under 0° C. condition and was stirred for 4 hours at a room temperature. After completion of reaction, the organic phase was extracted with ethyl acetate, and was dried with addition of magnesium sulfate. After removing the solvent, the product was developed with ethyl acetate:hexane=1:3 solvent on silica column to give 4-bromo-5-methoxy-2-phenylthiazole (Rf=0...